This data is from the Open Reaction Database (ORD), a public repository of structured organic reaction records. The task is: describe an organic reaction: reactants, conditions, products, and yield Reaction conditions: temperature 80 celsius. As a reaction SMILES: [NH2:1][C:2]1[C:3]([C:9]#[N:10])=[N:4][C:5](Br)=[CH:6][N:7]=1.[Cl:11][C:12]1[CH:17]=[CH:16][C:15](B(O)O)=[C:14]([F:21])[CH:13]=1.C([O-])([O-])=O.[Na+].[Na+].C(Cl)Cl>O1CCOCC1>[NH2:1][C:2]1[C:3]([C:9]#[N:10])=[N:4][C:5]([C:15]2[CH:16]=[CH:17][C:12]([Cl:11])=[CH:13][C:14]=2[F:21])=[CH:6][N:7]=1 |f:2.3.4|. Solvent: O1CCOCC1 (1,4-dioxane). Isolated yield 83.8%. Product: NC=1C(=NC(=CN1)C1=C(C=C(C=C1)Cl)F)C#N (3-Amino-6-(4-chloro-2-fluorophenyl)pyrazine-2-carbonitrile). Starting materials: NC=1C(=NC(=CN1)Br)C#N (3-amino-6-bromopyrazine-2-carbonitrile), ClC1=CC(=C(C=C1)B(O)O)F ((4-chloro-2-fluorophenyl)boronic acid), C(=O)([O-])[O-].[Na+].[Na+] (Na2CO3), C(Cl)Cl (CH2Cl2). Procedure details: To a solution of 3-amino-6-bromopyrazine-2-carbonitrile (2.00 g, 9.55 mmol) in 1,4-dioxane (48 mL), were added (4-chloro-2-fluorophenyl)boronic acid (1.66 g, 9.55 mmol) and aqueous Na2CO3 (2 M, 24 mL, 48 mmol) and the reaction mixture sparged with N2 gas for 10 min. Pd(dppf)Cl2.CH2Cl2 (0.349 g, 0.477 mmol) was then added and the reaction mixture sparged for an additional 10 min with N2 gas. The reaction vessel was sealed and heated for 3 hours at 80° Celsius. The mixture was cooled to rt, filter... The reactants are solid, Cl.Cl.Cl.O1CCC=2C(=NC=CC21)N2CCN(CC2)CC[C@@H]2CC[C@H](CC2)N (trans-4-{2-[4-(2,3-dihydrofuro[3,2-c]pyridin-4-yl)-piperazin-1-yl]-ethyl}-cyclohexanamine trihydrochloride), Cl.Cl.Cl.O1CCC=2C(=NC=CC21)N2CCN(CC2)CC[C@@H]2CC[C@H](CC2)N (trans-4-{2-[4-(2,3-dihydrofuro[3,2-c]pyridin-4-yl)-piperazin-1-yl]-ethyl}-cyclohexanamine trihydrochloride), CN(C(=O)Cl)C (dimethylcarbamic chloride). The product is O1CCC=2C(=NC=CC21)N2CCN(CC2)CC[C@@H]2CC[C@H](CC2)NC(N(C)C)=O (trans-3-(4-{2-[4-(2,3-Dihydro-furo[3,2-c]pyridin-4-yl)-piperazin-1-yl]-ethyl}-cyclohexyl)-1,1-dimethyl-urea). RXN SMILES: Cl.Cl.Cl.[O:4]1[C:12]2[CH:11]=[CH:10][N:9]=[C:8]([N:13]3[CH2:18][CH2:17][N:16]([CH2:19][CH2:20][C@H:21]4[CH2:26][CH2:25][C@H:24]([NH2:27])[CH2:23][CH2:22]4)[CH2:15][CH2:14]3)[C:7]=2[CH2:6][CH2:5]1.[CH3:28][N:29]([CH3:33])[C:30](Cl)=[O:31]>>[O:4]1[C:12]2[CH:11]=[CH:10][N:9]=[C:8]([N:13]3[CH2:18][CH2:17][N:16]([CH2:19][CH2:20][C@H:21]4[CH2:26][CH2:25][C@H:24]([NH:27][C:30](=[O:31])[N:29]([CH3:33])[CH3:28])[CH2:23][CH2:22]4)[CH2:15][CH2:14]3)[C:7]=2[CH2:6][CH2:5]1 |f:0.1.2.3|. Reported procedure: The title compound, white solid (90 mg, 90%), MS (ISP) m/z=402.5 [(M+H)+], mp 260° C., was prepared in accordance with the general method of example 48 from trans-4-{2-[4-(2,3-dihydrofuro[3,2-c]pyridin-4-yl)-piperazin-1-yl]-ethyl}-cyclohexanamine trihydrochloride (intermediate C) (110 mg, 0.25 mmol) and dimethylcarbamic chloride. Isolated yield 74.0%. Reaction conditions: time 10 minute. RXN SMILES: [CH2:1]1[C:4]2([CH2:7][N:6]([CH2:8][C:9]3[CH:14]=[CH:13][C:12]([OH:15])=[CH:11][CH:10]=3)[CH2:5]2)[CH2:3][O:2]1.C([O-])([O-])=O.[Cs+].[Cs+].CS(O[CH:27]1[CH2:30][N:29]([C:31]([O:33][C:34]([CH3:37])([CH3:36])[CH3:35])=[O:32])[CH2:28]1)(=O)=O>CN(C=O)C>[CH2:3]1[C:4]2([CH2:7][N:6]([CH2:8][C:9]3[CH:14]=[CH:13][C:12]([O:15][CH:27]4[CH2:28][N:29]([C:31]([O:33][C:34]([CH3:37])([CH3:36])[CH3:35])=[O:32])[CH2:30]4)=[CH:11][CH:10]=3)[CH2:5]2)[CH2:1][O:2]1 |f:1.2.3|. The reactants are C(=O)([O-])[O-].[Cs+].[Cs+] (Cs2CO3), C1OCC12CN(C2)CC2=CC=C(C=C2)O (4-(2-Oxa-6-azaspiro[3.3]heptan-6-ylmethyl)phenol), CS(=O)(=O)OC1CN(C1)C(=O)OC(C)(C)C (tert-butyl 3-(methylsulfonyloxy)azetidine-1-carboxylate). Procedure: 2A (0.77 g, 3.75 mmol) was dissolved in dry DMF (20 mL) and Cs2CO3 (2.44 g, 7.50 mmol) was added. The reaction mixture was stirred at room temperature for 10 min and then tert-butyl 3-(methylsulfonyloxy)azetidine-1-carboxylate (1.88 g, 7.50 mmol) was added. The reaction mixture was thereafter stirred at 90° C. for 24 h. The mixture was filtered and the solvent was evaporated. The residue was dissolved in DMSO (6 mL) and purified by preparative RP HPLC (gradient: 15-55% acetonitrile over 30 min, ... Yields the product C1OCC12CN(C2)CC2=CC=C(OC1CN(C1)C(=O)OC(C)(C)C)C=C2 (tert-Butyl 3-(4-(2-oxa-6-azaspiro[3.3]heptan-6-ylmethyl)phenoxy)azetidine-1-carboxylate). The solvent is CN(C)C=O (DMF). Reactants: C(=O)(OC(C)(C)C)N1C(OC[C@@H]1C#C)(C)C ((S)-N-Boc-2,2-dimethyl-4-ethynyl-oxazolidine), O.C1(=CC=C(C=C1)S(=O)(=O)O)C (p-toluenesulfonic acid monohydrate). The solvent is CO (MeOH), O (water). The product is C(=O)(OC(C)(C)C)N[C@H](CO)C#C ((S)-N-Boc-2-amino-but-3-yn-1-ol). Reaction SMILES: [C:1]([N:8]1[C@@H:12]([C:13]#[CH:14])[CH2:11][O:10]C1(C)C)([O:3][C:4]([CH3:7])([CH3:6])[CH3:5])=[O:2].O.C1(C)C=CC(S(O)(=O)=O)=CC=1>CO.O>[C:1]([NH:8][C@@H:12]([C:13]#[CH:14])[CH2:11][OH:10])([O:3][C:4]([CH3:5])([CH3:6])[CH3:7])=[O:2] |f:1.2|. Reported procedure: A solution of (S)-N-Boc-2,2-dimethyl-4-ethynyl-oxazolidine (200 mg, 0.89 mmol) (Example 93A above) in a mixture of MeOH (25 mL) and water (2 mL) was treated with p-toluenesulfonic acid monohydrate (16 mg, 0.09 mmol) according to the procedure that described above in Example 104A. (Yield 120 mg, 73%).